From a dataset of the Open Reaction Database (ORD), a public repository of structured organic reaction records. describe an organic reaction: reactants, conditions, products, and yield Conditions: time 2 hour. Reaction SMILES: [CH3:1][O:2][C:3]([C:5]1[S:6][C:7]([CH2:10][CH2:11][CH2:12][CH2:13][OH:14])=[CH:8][CH:9]=1)=[O:4].CCCCCC.CC[O:23]C(C)=O>CC(C)=O.S(=O)(=O)(O)O.O>[CH3:1][O:2][C:3]([C:5]1[S:6][C:7]([CH2:10][CH2:11][CH2:12][C:13]([OH:23])=[O:14])=[CH:8][CH:9]=1)=[O:4] |f:1.2|. The product is COC(=O)C=1SC(=CC1)CCCC(=O)O (5-(3-Carboxy-propyl)-thiophene-2-carboxylic acid methyl ester). Starting materials: COC(=O)C=1SC(=CC1)CCCCO (5-(4-Hydroxy-butyl)-thiophene-2-carboxylic acid methyl ester), CrO3, CCCCCC.CCOC(=O)C (hexane EtOAc), alcohol. Reported procedure: A solution of 3 (1.14 g, 5.3 mmol) in acetone (15 mL) was added dropwise to a cold solution (ice bath) of CrO3 (3 g, 30 mmol) in sulfuric acid (23 mL) and water (67 mL). After the addition, the resulting solution was stirred in an ice bath for an additional 2 h and the solution was allowed to warm to room temperature overnight. TLC indicated the disappearance of the starting alcohol and the formation of one major spot at Rf=0.35 (hexane/EtOAc 2:1). The solution was extracted with 5×30 mL of ethy... The solvent is CC(=O)C (acetone), S(O)(O)(=O)=O (sulfuric acid), O (water).